Dataset: the Open Reaction Database (ORD), a public repository of structured organic reaction records. Task: describe an organic reaction: reactants, conditions, products, and yield Reactants: COC(C)(C)ONC(=O)CCCNC(=O)c1ccc(-c2cc3ccccc3o2)cc1, CO, Cl. Yields the product O=C(CCCNC(=O)c1ccc(-c2cc3ccccc3o2)cc1)NO. As a reaction SMILES: [CH3:1][O:2][C:3]([CH3:4])([CH3:5])[O:6][NH:7][C:8]([CH2:9][CH2:10][CH2:11][NH:12][C:13](=[O:14])[c:15]1[cH:16][cH:17][c:18](-[c:21]2[o:22][c:23]3[c:24]([cH:25]2)[cH:26][cH:27][cH:28][cH:29]3)[cH:19][cH:20]1)=[O:30].[CH3:31][OH:32].[ClH:33]>>[OH:6][NH:7][C:8]([CH2:9][CH2:10][CH2:11][NH:12][C:13](=[O:14])[c:15]1[cH:16][cH:17][c:18](-[c:21]2[o:22][c:23]3[c:24]([cH:25]2)[cH:26][cH:27][cH:28][cH:29]3)[cH:19][cH:20]1)=[O:30]. Reactants: C(C)(C)(C)OC(=O)N1CCC(CC1)C(C1=CC(=C(C=C1)Cl)Cl)=O (4-(3,4-dichlorobenzoyl)piperidine-1-carboxylic acid tert-butyl ester), FC(C(=O)O)(F)F (trifluoroacetic acid). Solvent: C(Cl)Cl (methylene chloride). Conditions: time 1 hour. Product: ClC=1C=C(C(=O)C2CCNCC2)C=CC1Cl (4-(3,4-dichlorobenzoyl)piperidine). Yield: 99.8%. As a reaction SMILES: C(OC([N:8]1[CH2:13][CH2:12][CH:11]([C:14](=[O:23])[C:15]2[CH:20]=[CH:19][C:18]([Cl:21])=[C:17]([Cl:22])[CH:16]=2)[CH2:10][CH2:9]1)=O)(C)(C)C.FC(F)(F)C(O)=O>C(Cl)Cl>[Cl:22][C:17]1[CH:16]=[C:15]([CH:20]=[CH:19][C:18]=1[Cl:21])[C:14]([CH:11]1[CH2:10][CH2:9][NH:8][CH2:13][CH2:12]1)=[O:23]. Procedure details: To a room temperature solution of 4-(3,4-dichlorobenzoyl)piperidine-1-carboxylic acid tert-butyl ester (3.8 g, 10.6 mmol) in methylene chloride (100 mL) was added trifluoroacetic acid (25 mL) and the solution was stirred for 1 h. After removing the organics, ethyl acetate (200 mL) was added and the resulting solution was basified with 1N aqueous sodium hydroxide solution. The ethyl acetate layer was separated, dried with magnesium sulfate and concentrated to give 4-(3,4-dichlorobenzoyl)piperidin...